Dataset: the Open Reaction Database (ORD), a public repository of structured organic reaction records. Task: describe an organic reaction: reactants, conditions, products, and yield The reactants are COC(=O)c1ccccc1O, CC(C)=O, COC(=O)CCl, [K+], [K+], O=C([O-])[O-]. The product is COC(=O)COc1ccccc1C(=O)OC. Reaction SMILES: [C:1]([c:2]1[c:3]([OH:4])[cH:5][cH:6][cH:7][cH:8]1)(=[O:9])[O:10][CH3:11].[CH3:24][C:25](=[O:26])[CH3:27].[Cl:18][CH2:19][C:20](=[O:21])[O:22][CH3:23].[K+:12].[K+:13].[O-:14][C:15]([O-:16])=[O:17]>>[C:1]([c:2]1[c:3]([O:4][CH2:19][C:20](=[O:21])[O:22][CH3:23])[cH:5][cH:6][cH:7][cH:8]1)(=[O:9])[O:10][CH3:11]. Reactants: Cl.C1(CC1)COC1=C(C2=C(OCO2)C=C1)C=1C2=C(N=CN1)C(=C(N2)C)C(=O)N[C@H]2CNCC2 (4-[5-(cyclopropylmethoxy)-1,3-benzodioxol-4-yl]-6-methyl-N-[(3R)-pyrrolidin-3-yl]-5H-pyrrolo[3,2-d]pyrimidine-7-carboxamide hydrochloride), C(C)(=O)O[C@H](C(=O)Cl)C ((2S)-1-chloro-1-oxopropan-2-yl acetate). Yields the product C1(CC1)COC1=C(C2=C(OCO2)C=C1)C=1C2=C(N=CN1)C(=C(N2)C)C(=O)N[C@H]2CN(CC2)C([C@H](C)O)=O (4-[5-(Cyclopropylmethoxy)-1,3-benzodioxol-4-yl]-N-{(3R)-1-[(2S)-2-hydroxypropanoyl]pyrrolidin-3-yl}-6-methyl-5H-pyrrolo[3,2-d]pyrimidine-7-carboxamide). RXN SMILES: Cl.[CH:2]1([CH2:5][O:6][C:7]2[CH:15]=[CH:14][C:10]3[O:11][CH2:12][O:13][C:9]=3[C:8]=2[C:16]2[C:17]3[NH:24][C:23]([CH3:25])=[C:22]([C:26]([NH:28][C@@H:29]4[CH2:33][CH2:32][NH:31][CH2:30]4)=[O:27])[C:18]=3[N:19]=[CH:20][N:21]=2)[CH2:4][CH2:3]1.C([O:37][C@@H:38]([CH3:42])[C:39](Cl)=[O:40])(=O)C>>[CH:2]1([CH2:5][O:6][C:7]2[CH:15]=[CH:14][C:10]3[O:11][CH2:12][O:13][C:9]=3[C:8]=2[C:16]2[C:17]3[NH:24][C:23]([CH3:25])=[C:22]([C:26]([NH:28][C@@H:29]4[CH2:33][CH2:32][N:31]([C:39](=[O:40])[C@@H:38]([OH:37])[CH3:42])[CH2:30]4)=[O:27])[C:18]=3[N:19]=[CH:20][N:21]=2)[CH2:4][CH2:3]1 |f:0.1|. Procedure: Starting from 4-[5-(cyclopropylmethoxy)-1,3-benzodioxol-4-yl]-6-methyl-N-[(3R)-pyrrolidin-3-yl]-5H-pyrrolo[3,2-d]pyrimidine-7-carboxamide hydrochloride (example D.f4) and commercially available (2S)-1-chloro-1-oxopropan-2-yl acetate the title compound is obtained as colorless solid. Reactants: C(=O)(N1C=NC=C1)N1C=NC=C1 (1,1'-carbonyldiimidazole), CNN(NC)CC (N,N-dimethylaminoethylamine), ClC1=CC=C(C=C1)SC1CNCC1 (3-[(4-chlorophenyl)thio]pyrrolidine). The solvent is O1CCCC1 (tetrahydrofuran), O1CCCC1 (tetrahydrofuran). The product is ClC1=CC=C(C=C1)SC1CN(CC1)C(=O)NCCN(C)C (3-[(4-Chlorophenyl)thio]-N-[2-(dimethylamino)ethyl]-1-pyrrolidinecarboxamid). Isolated yield 69.7%. RXN SMILES: [C:1]([N:8]1[CH:12]=[CH:11][N:10]=[CH:9]1)(N1C=CN=C1)=[O:2].[CH3:13]NN(CC)NC.[Cl:20][C:21]1[CH:26]=[CH:25][C:24]([S:27][CH:28]2[CH2:32][CH2:31][NH:30][CH2:29]2)=[CH:23][CH:22]=1>O1CCCC1>[Cl:20][C:21]1[CH:22]=[CH:23][C:24]([S:27][CH:28]2[CH2:32][CH2:31][N:30]([C:1]([NH:8][CH2:12][CH2:11][N:10]([CH3:9])[CH3:13])=[O:2])[CH2:29]2)=[CH:25][CH:26]=1. Procedure: A solution of 5.20 g (0.032 mole) of 1,1'-carbonyldiimidazole and 2.73 g (0.031 mole) of N,N-dimethylaminoethylamine in 200 ml of tetrahydrofuran was stirred at room temperature for 50 min. A solution of 5.63 g (0.0264 mole) of 3-[(4-chlorophenyl)thio]pyrrolidine (free base) in tetrahydrofuran was added and the solution was refluxed for about 66 hr. The solvent was removed in vacuo and the resulting oil was dissolved in methylene chloride. The methylene chloride solution was extracted with sever... Starting materials: C#Cc1cccc(F)c1, Cc1nc(I)c(C)n1-c1ccn(C)c(=O)c1. Product: Cc1nc(C#Cc2cccc(F)c2)c(C)n1-c1ccn(C)c(=O)c1. Reaction SMILES: [C:17](#[CH:18])[c:19]1[cH:20][c:21]([F:25])[cH:22][cH:23][cH:24]1.[I:1][c:2]1[n:3][c:4]([CH3:16])[n:5](-[c:8]2[cH:9][c:10](=[O:15])[n:11]([CH3:14])[cH:12][cH:13]2)[c:6]1[CH3:7]>>[c:2]1([C:18]#[C:17][c:19]2[cH:20][c:21]([F:25])[cH:22][cH:23][cH:24]2)[n:3][c:4]([CH3:16])[n:5](-[c:8]2[cH:9][c:10](=[O:15])[n:11]([CH3:14])[cH:12][cH:13]2)[c:6]1[CH3:7]. The reactants are NC1=CC=CC=C1 (aniline), C(C=C)[Si](C)(C)C (allyltrimethylsilane), [Cl-].[Cl-].[Cl-].[Al+3] (aluminum trichloride), [Al] (aluminum), [OH-].[Na+] (NaOH). The solvent is O (water), O (water), C1(=CC=CC=C1)C (toluene). Run at temperature 255 celsius, time 10 hour. Yields the product CC(C[Si](C)(C)C)C1=C(C=CC=C1)N (2-(1-methyl-2-trimethylsilylethyl)phenylamine). Isolated yield 3.6%. RXN SMILES: [NH2:1][C:2]1[CH:7]=[CH:6][CH:5]=[CH:4][CH:3]=1.[CH2:8]([Si:11]([CH3:14])([CH3:13])[CH3:12])[CH:9]=[CH2:10].[Cl-].[Cl-].[Cl-].[Al+3].[Al].[OH-].[Na+]>O.C1(C)C=CC=CC=1>[CH3:10][CH:9]([C:3]1[CH:4]=[CH:5][CH:6]=[CH:7][C:2]=1[NH2:1])[CH2:8][Si:11]([CH3:14])([CH3:13])[CH3:12] |f:2.3.4.5,7.8|. Reported procedure: 17.7 g of aniline (0.19 mol), 50 g of allyltrimethylsilane (0.44 mol), 1.5 g of aluminum trichloride (0.01 mol) and 0.5 g of aluminum powder (0.02 mol) were mixed and stirred in an autoclave at 255° C. for 10 h. After cooling to room temperature, initially 100 ml of toluene and then 40 ml of a 40% strength solution of NaOH in water and 100 ml of water were added, and the mixture was stirred at 35° C. for 15 min. After cooling, the mixture was extracted with toluene, the extract was washed with w...